From a dataset of the Open Reaction Database (ORD), a public repository of structured organic reaction records. describe an organic reaction: reactants, conditions, products, and yield Reactants: ClC=1C=C(C=CC1)C1NC=2N(C3=CC=C(C=C13)C(O)(C1=CN=CN1C)C1=CC=C(C=C1)F)N=NN2 (5-(3-chlorophenyl)-α-(4-fluorophenyl)-4,5-dihydro-α-(1-methyl-1H-imidazol-5-yl)- tetrazolo[1,5-α]quinazoline-7-methanol). Run in C1(=CC=CC=C1)C (toluene). The product is ClC=1C=C(C=CC1)C1N2C(NC=3C=CC(=CC13)C(O)(C1=CN=CN1C)C1=CC=C(C=C1)F)=NN=N2 (9-(3-chlorophenyl)-α-(4-fluorophenyl)4,9-dihydro-α-(1-methyl-1H-imidazol-5-yl)-tetrazolo[5,1-b]quinazoline-7-methanol). The yield is 51.2%. As a reaction SMILES: [Cl:1][C:2]1[CH:3]=[C:4]([CH:8]2[C:17]3[C:12](=[CH:13][CH:14]=[C:15]([C:18]([C:26]4[CH:31]=[CH:30][C:29]([F:32])=[CH:28][CH:27]=4)([C:20]4[N:24]([CH3:25])[CH:23]=[N:22][CH:21]=4)[OH:19])[CH:16]=3)[N:11]3[N:33]=[N:34][N:35]=[C:10]3[NH:9]2)[CH:5]=[CH:6][CH:7]=1>C1(C)C=CC=CC=1>[Cl:1][C:2]1[CH:3]=[C:4]([CH:8]2[C:17]3[CH:16]=[C:15]([C:18]([C:26]4[CH:31]=[CH:30][C:29]([F:32])=[CH:28][CH:27]=4)([C:20]4[N:24]([CH3:25])[CH:23]=[N:22][CH:21]=4)[OH:19])[CH:14]=[CH:13][C:12]=3[NH:11][C:10]3=[N:35][N:34]=[N:33][N:9]23)[CH:5]=[CH:6][CH:7]=1. Procedure details: A mixture of intermediate 9 (0.0014 mol) in toluene (10 ml) was stirred and refluxed for 48 hours, then brought to room temperature and the solvent was evaporated till dryness. The residue was taken up in DCM. The solvent was evaporated till dryness. The residue was purified by column chromatography over kromasil® (10 μm) (eluent: DCM/MeOH/Et3N 95/5/0.5). The pure fractions were collected and the solvent was evaporated. The residue (0.4 g, 57%) was washed with diethyl ether. The precipitate was ... Product: COc1cc(OCCO)ccc1CN. Reaction SMILES: [C:1]([O:2][C:3](=[O:4])[NH:7][CH2:8][c:9]1[c:10]([O:19][CH3:20])[cH:11][c:12]([O:15][CH2:16][CH2:17][OH:18])[cH:13][cH:14]1)([CH3:5])([CH3:6])[CH3:21].[CH3:23][C:24](=[O:25])[OH:26].[ClH:22]>>[NH2:7][CH2:8][c:9]1[c:10]([O:19][CH3:20])[cH:11][c:12]([O:15][CH2:16][CH2:17][OH:18])[cH:13][cH:14]1. The reactants are COc1cc(OCCO)ccc1CNC(=O)OC(C)(C)C, CC(=O)O, Cl.